From a dataset of the Open Reaction Database (ORD), a public repository of structured organic reaction records. describe an organic reaction: reactants, conditions, products, and yield Reactants: CC(C)(C)CC(C)(C)N, Clc1nc(Cl)nc(Cl)n1, [OH-], O. Yields the product CC(C)(C)CC(C)(C)Nc1nc(Cl)nc(Cl)n1. RXN SMILES: [CH3:10][C:11]([CH2:12][C:13]([CH3:14])([CH3:15])[CH3:16])([CH3:17])[NH2:18].[Cl:1][c:2]1[n:3][c:4]([Cl:5])[n:6][c:7]([Cl:8])[n:9]1.[OH-:19].[OH2:20]>>[c:2]1([NH:18][C:11]([CH3:10])([CH2:12][C:13]([CH3:14])([CH3:15])[CH3:16])[CH3:17])[n:3][c:4]([Cl:5])[n:6][c:7]([Cl:8])[n:9]1. Reagents/catalysts: [Cu] (copper). The product is C1(=CC=CC=C1)NC(=O)OC(CCCCCCCCCCCC)C1=C(OC=C1)[Si](CC)(CC)CC (3-(1-phenylcarbamoyloxytridecyl)-2-triethylsilylfuran). Reported procedure: 3-(1-Hydroxytridecyl)-2-triethylsilylfuran (Compound 20) is reacted with phenyl isocyanate and copper (2) chloride in dimethylformamide to give 3-(1-phenylcarbamoyloxytridecyl)-2-triethylsilylfuran (Compound 21). Oxidizing the intermediate with singlet oxygen, under similar conditions as in Example 1, and thereafter reduction with sodium borohydride gives 3-(1-phenylcarbamoyloxytridecyl)-2(5H)-furanone (Compound 8). As a reaction SMILES: [OH:1][CH:2]([C:15]1[CH:19]=[CH:18][O:17][C:16]=1[Si:20]([CH2:25][CH3:26])([CH2:23][CH3:24])[CH2:21][CH3:22])[CH2:3][CH2:4][CH2:5][CH2:6][CH2:7][CH2:8][CH2:9][CH2:10][CH2:11][CH2:12][CH2:13][CH3:14].[C:27]1([N:33]=[C:34]=[O:35])[CH:32]=[CH:31][CH:30]=[CH:29][CH:28]=1>CN(C)C=O.[Cu]>[C:27]1([NH:33][C:34]([O:1][CH:2]([C:15]2[CH:19]=[CH:18][O:17][C:16]=2[Si:20]([CH2:25][CH3:26])([CH2:23][CH3:24])[CH2:21][CH3:22])[CH2:3][CH2:4][CH2:5][CH2:6][CH2:7][CH2:8][CH2:9][CH2:10][CH2:11][CH2:12][CH2:13][CH3:14])=[O:35])[CH:32]=[CH:31][CH:30]=[CH:29][CH:28]=1. Reactants: OC(CCCCCCCCCCCC)C1=C(OC=C1)[Si](CC)(CC)CC (3-(1-Hydroxytridecyl)-2-triethylsilylfuran), OC(CCCCCCCCCCCC)C1=C(OC=C1)[Si](CC)(CC)CC (3-(1-Hydroxytridecyl)-2-triethylsilylfuran), C1(=CC=CC=C1)N=C=O (phenyl isocyanate). Solvent: CN(C=O)C (dimethylformamide).